Dataset: the Open Reaction Database (ORD), a public repository of structured organic reaction records. Task: describe an organic reaction: reactants, conditions, products, and yield Reactants: C(C(=O)Cl)(=O)Cl (Oxalyl chloride), CN(C=O)C (dimethylformamide), CC(=C)C1=CC=C(C=C1)F (α-methyl-p-fluorostyrene), C(=O)C=1C=NC=CC1C1=CC=CC=C1 (3-formyl-4-phenylpyridine), Cl(=O)(=O)(=O)[O-].[Na+] (sodium perchlorate), di-iminium perchlorate. Solvent: ClCCCl (1,2-dichloroethane), ClC(C)Cl (dichloroethane). Run at temperature 100 celsius. The product is Cl.FC1=CC=C(C=C1)C1=C(C=NC=C1)C=O (4-p-Fluorophenyl-3-formylpyridine hydrochloride). Yield: 76.0%. RXN SMILES: [CH:1]([C:3]1[CH:4]=[N:5][CH:6]=[CH:7][C:8]=1[C:9]1[CH:14]=[CH:13][CH:12]=[CH:11][CH:10]=1)=[O:2].C(Cl)(=O)C([Cl:18])=O.CN(C)C=O.CC(C1C=CC([F:35])=CC=1)=C.Cl([O-])(=O)(=O)=O.[Na+]>ClCCCl.ClC(Cl)C>[ClH:18].[F:35][C:12]1[CH:11]=[CH:10][C:9]([C:8]2[CH:7]=[CH:6][N:5]=[CH:4][C:3]=2[CH:1]=[O:2])=[CH:14][CH:13]=1 |f:4.5,8.9|. Procedure details: The title compound was prepared following the method described in the literature (C. Jutz, W. Muller and E. Muller, Chem. Ber., 1966 99, 2479) for 3-formyl-4-phenylpyridine. ##STR10## Oxalyl chloride (34 ml; 0.39 moles) was added to a stirred solution of dimethylformamide (33 ml; 0.42 moles) in 1,2-dichloroethane (50 ml). To the resulting mixture was added α-methyl-p-fluorostyrene (13.6 g; 0.1 moles) in dichloroethane (20 ml) and the mixture refluxed for 3 hours. After removal of solvent by dist... Starting materials: [BH4-].[Na+] (Sodium borohydride), C1(=CC=CC=C1)N1N=C2C=CC=CC2=C1N=CC1=CC=CC=C1 ((2-phenyl-2H-indazol-3-yl)-[1-phenyl-methylidene]-amine). The solvent is C(C)O (ethanol). Run at time 12 hour. Product: C(C1=CC=CC=C1)NC=1N(N=C2C=CC=CC12)C1=CC=CC=C1 (Benzyl-(2-phenyl-2H-indazol-3-yl)-amine). Isolated yield 65.2%. Reaction SMILES: [BH4-].[Na+].[C:3]1([N:9]2[C:17]([N:18]=[CH:19][C:20]3[CH:25]=[CH:24][CH:23]=[CH:22][CH:21]=3)=[C:16]3[C:11]([CH:12]=[CH:13][CH:14]=[CH:15]3)=[N:10]2)[CH:8]=[CH:7][CH:6]=[CH:5][CH:4]=1>C(O)C>[CH2:19]([NH:18][C:17]1[N:9]([C:3]2[CH:8]=[CH:7][CH:6]=[CH:5][CH:4]=2)[N:10]=[C:11]2[C:16]=1[CH:15]=[CH:14][CH:13]=[CH:12]2)[C:20]1[CH:21]=[CH:22][CH:23]=[CH:24][CH:25]=1 |f:0.1|. Procedure details: Sodium borohydride (245 mg, 6.46 mmol) was added to a suspension of (2-phenyl-2H-indazol-3-yl)-[1-phenyl-methylidene]-amine (480 mg, 1.61 mmol) in ethanol (13 ml) at ambient temperature under an argon atmosphere. The reaction mixture was stirred at ambient temperature for 12 h, poured onto ice water/aqueous NaHCO3 solution 1/1 and extracted two times with iPrOAc. The combined extracts were washed with ice water/brine 1/1 and dried over Na2SO4. After filtration the solvent was removed under reduc... The reactants are [H-].[Na+] (sodium hydride), CC=1N=CSC1CCO (2-(4-Methyl-5-thiazolyl)ethanol), C(C1=CC=CC=C1)Br (benzyl bromide). The reagents and catalysts are [Br-].C(CCC)[N+](CCCC)(CCCC)CCCC (tetrabutylammonium bromide). Solvent: O1CCCC1 (tetrahydrofuran). Reaction conditions: time 1 hour. Product: CC=1N=CSC1CCOCC1=CC=CC=C1 (4-Methyl-5-(2-benzyloxyethyl)thiazole). Isolated yield 93.0%. Reaction SMILES: [CH3:1][C:2]1[N:3]=[CH:4][S:5][C:6]=1[CH2:7][CH2:8][OH:9].[H-].[Na+].[CH2:12](Br)[C:13]1[CH:18]=[CH:17][CH:16]=[CH:15][CH:14]=1>O1CCCC1.[Br-].C([N+](CCCC)(CCCC)CCCC)CCC>[CH3:1][C:2]1[N:3]=[CH:4][S:5][C:6]=1[CH2:7][CH2:8][O:9][CH2:12][C:13]1[CH:18]=[CH:17][CH:16]=[CH:15][CH:14]=1 |f:1.2,5.6|. Procedure details: 2-(4-Methyl-5-thiazolyl)ethanol (25.71 g) was dissolved in tetrahydrofuran (200 ml), followed by the addition of 60% sodium hydride (7.185 g) under ice-cooling. The resulting mixture was stirred at room temperature for 1 hr. Thereafter, the it was ice-cooled again, followed by the addition of benzyl bromide (21.4 ml) and tetrabutylammonium bromide (665 mg). The resulting mixture was stirred at room temperature overnight. The reaction mixture was partitioned between ethyl acetate and water. The r... Reactants: CCOC(=O)c1nc2cccc(C)n2c1-c1cccc(C(F)(F)F)c1, CO, [K+], [OH-], O. Yields the product Cc1cccc2nc(C(=O)O)c(-c3cccc(C(F)(F)F)c3)n12. As a reaction SMILES: [CH2:3]([CH3:4])[O:5][C:6](=[O:7])[c:8]1[n:9][c:10]2[n:11]([c:12]([CH3:16])[cH:13][cH:14][cH:15]2)[c:17]1-[c:18]1[cH:19][c:20]([C:24]([F:25])([F:26])[F:27])[cH:21][cH:22][cH:23]1.[CH3:28][OH:29].[K+:2].[OH-:1].[OH2:30]>>[O:5]=[C:6]([OH:7])[c:8]1[n:9][c:10]2[n:11]([c:12]([CH3:16])[cH:13][cH:14][cH:15]2)[c:17]1-[c:18]1[cH:19][c:20]([C:24]([F:25])([F:26])[F:27])[cH:21][cH:22][cH:23]1. Reactants: ClCl (Chlorine), C(C1=CC=CC=C1)=NO (benzaldoxime). Run in C(Cl)(Cl)Cl (chloroform). Product: C(C1=CC=CC=C1)(=NO)Cl (benzohydroximoyl chloride). The yield is 60.5%. Reaction SMILES: [Cl:1]Cl.[CH:3](=[N:10][OH:11])[C:4]1[CH:9]=[CH:8][CH:7]=[CH:6][CH:5]=1>C(Cl)(Cl)Cl>[C:3]([Cl:1])(=[N:10][OH:11])[C:4]1[CH:9]=[CH:8][CH:7]=[CH:6][CH:5]=1. Reported procedure: Chlorine gas (7.9 g) was added to a cold (0° to -10°) solution of 12.1 g of benzaldoxime in 80 ml of chloroform. The mixture was stirred at -10° for half an hour and the solution of benzohydroximoyl chloride was used without further purification in an attempt to prepare the methanesulfonate as described in Example II-C. Work-up of the sulfonation mixture resulted in recovery of 9.4 g of unreacted benzohydroximoyl chloride, m.p. 50°-51°.